From a dataset of the Open Reaction Database (ORD), a public repository of structured organic reaction records. describe an organic reaction: reactants, conditions, products, and yield Reactants: Cl.C1(CC1)COC1=C(C=C(C=C1)F)C=1C2=C(N=CN1)C(=C(N2)C)C(=O)N[C@H]2CNCC2 (4-[2-(cyclopropylmethoxy)-5-fluorophenyl]-6-methyl-N-[(3R)-pyrrolidin-3-yl]-5H-pyrrolo[3,2-d]pyrimidine-7-carboxamide hydrochloride), C(C)(=O)OCC(=O)Cl (2-chloro-2-oxoethyl acetate). Product: C1(CC1)COC1=C(C=C(C=C1)F)C=1C2=C(N=CN1)C(=C(N2)C)C(=O)N[C@H]2CN(CC2)C(CO)=O (4-[2-(Cyclopropylmethoxy)-5-fluorophenyl]-N-[(3R)-1-(hydroxyacetyl)pyrrolidin-3-yl]-6-methyl-5H-pyrrolo[3,2-d]pyrimidine-7-carboxamide). As a reaction SMILES: Cl.[CH:2]1([CH2:5][O:6][C:7]2[CH:12]=[CH:11][C:10]([F:13])=[CH:9][C:8]=2[C:14]2[C:15]3[NH:22][C:21]([CH3:23])=[C:20]([C:24]([NH:26][C@@H:27]4[CH2:31][CH2:30][NH:29][CH2:28]4)=[O:25])[C:16]=3[N:17]=[CH:18][N:19]=2)[CH2:4][CH2:3]1.C([O:35][CH2:36][C:37](Cl)=[O:38])(=O)C>>[CH:2]1([CH2:5][O:6][C:7]2[CH:12]=[CH:11][C:10]([F:13])=[CH:9][C:8]=2[C:14]2[C:15]3[NH:22][C:21]([CH3:23])=[C:20]([C:24]([NH:26][C@@H:27]4[CH2:31][CH2:30][N:29]([C:36](=[O:35])[CH2:37][OH:38])[CH2:28]4)=[O:25])[C:16]=3[N:17]=[CH:18][N:19]=2)[CH2:4][CH2:3]1 |f:0.1|. Procedure details: Starting from 4-[2-(cyclopropylmethoxy)-5-fluorophenyl]-6-methyl-N-[(3R)-pyrrolidin-3-yl]-5H-pyrrolo[3,2-d]pyrimidine-7-carboxamide hydrochloride (example D.f15) and commercially available 2-chloro-2-oxoethyl acetate the title compound is obtained as colorless solid. The reactants are C1(=CC=CC=C1)S(=O)(=O)Cl (benzenesulfonyl chloride), [Al+3].[Cl-].[Cl-].[Cl-] (AlCl3), C1(=CC=CC=C1)OC (anisol), Cl (HCl). Product: C1(=CC=CC=C1)S(=O)(=O)C1=CC=C(C=C1)OC (4-phenylsulfonyl-1-methoxybenzene). The yield is 101.0%. Reaction SMILES: [Al+3].[Cl-].[Cl-].[Cl-].[C:5]1([S:11](Cl)(=[O:13])=[O:12])[CH:10]=[CH:9][CH:8]=[CH:7][CH:6]=1.Cl.[C:16]1([O:22][CH3:23])[CH:21]=[CH:20][CH:19]=[CH:18][CH:17]=1>>[C:5]1([S:11]([C:19]2[CH:20]=[CH:21][C:16]([O:22][CH3:23])=[CH:17][CH:18]=2)(=[O:13])=[O:12])[CH:10]=[CH:9][CH:8]=[CH:7][CH:6]=1 |f:0.1.2.3|. Reported procedure: To a solution of 16 g of AlCl3 dissolved in 21.6 g of anisol was added dropwise 17.6 g of benzenesulfonyl chloride. The reaction mixture was heated to reflux for 8 hours and poured into 1N HCl solution containing ice. The resultant solution was extracted with ethyl acetate (100 ml×3), washed with 100 ml of saturated NaHCO3 aqueous solution, dried over Na2SO4 and concentrated to obtain residue, which was recrystallized from hexane-ethyl acetate to obtain 25 g of the title compound. Reactants: c1ccc(COc2cccc3ccsc23)cc1, COC(Cl)Cl, ClCCl. Yields the product O=Cc1ccc(OCc2ccccc2)c2sccc12. RXN SMILES: [CH2:1]([c:2]1[cH:3][cH:4][cH:5][cH:6][cH:7]1)[O:8][c:9]1[cH:10][cH:11][cH:12][c:13]2[c:14]1[s:15][cH:16][cH:17]2.[CH3:18][O:19][CH:20]([Cl:21])[Cl:22].[Cl:23][CH2:24][Cl:25]>>[CH2:1]([c:2]1[cH:3][cH:4][cH:5][cH:6][cH:7]1)[O:8][c:9]1[cH:10][cH:11][c:12]([CH:18]=[O:19])[c:13]2[c:14]1[s:15][cH:16][cH:17]2. Reactants: [Li]CCCC, C1CCOC1, CC#N, COC(=O)Cc1ccc(OC)c(OC)c1, [Cl-], [NH4+]. Product: COc1ccc(CC(=O)CC#N)cc1OC. Reaction SMILES: [CH2:1]([Li:2])[CH2:3][CH2:4][CH3:5].[CH2:26]1[O:27][CH2:28][CH2:29][CH2:30]1.[CH3:6][C:7]#[N:8].[CH3:9][O:10][C:11]([CH2:12][c:13]1[cH:14][c:15]([O:21][CH3:22])[c:16]([O:19][CH3:20])[cH:17][cH:18]1)=[O:23].[Cl-:24].[NH4+:25]>>[CH2:6]([C:7]#[N:8])[C:11](=[O:10])[CH2:12][c:13]1[cH:14][c:15]([O:21][CH3:22])[c:16]([O:19][CH3:20])[cH:17][cH:18]1. Reactants: C(C1=CC=CC=C1)N(CCI)C1=C(C=C(C=C1)Br)[N+](=O)[O-] (benzyl-(4-bromo-2-nitro-phenyl)-(2-iodo-ethyl)-amine), O.O.[Sn](Cl)Cl (tin(II) chloride dihydrate), Cl (hydrochloric acid). Conditions: temperature 80 celsius. The product is C(C1=CC=CC=C1)N1CCNC2=CC(=CC=C12)Br (4-Benzyl-7-bromo-1,2,3,4-tetrahydro-quinoxaline). The yield is 21.2%. Reaction SMILES: [CH2:1]([N:8]([C:12]1[CH:17]=[CH:16][C:15]([Br:18])=[CH:14][C:13]=1[N+:19]([O-])=O)[CH2:9][CH2:10]I)[C:2]1[CH:7]=[CH:6][CH:5]=[CH:4][CH:3]=1.O.O.[Sn](Cl)Cl.Cl>>[CH2:1]([N:8]1[C:12]2[C:13](=[CH:14][C:15]([Br:18])=[CH:16][CH:17]=2)[NH:19][CH2:10][CH2:9]1)[C:2]1[CH:7]=[CH:6][CH:5]=[CH:4][CH:3]=1 |f:1.2.3|. Reported procedure: A stirred mixture of benzyl-(4-bromo-2-nitro-phenyl)-(2-iodo-ethyl)-amine (23.55 g, Reference Example 7), tin(II) chloride dihydrate (41.48 g), hydrochloric acid 12N (21.28 ml) and distilled water (45 ml) was heated to 80° C. for 1 hour then cooled to room temperature and then treated with distilled water (200 ml). The reaction mixture was neutralized to pH 7-8 by addition of an 32% aqueous ammonia solution (50 ml) and filtered through a pad of celite. The filter pad was washed three times with ... Starting materials: NC1=CC=C(C=C1)C1=C(NC2=NC=CC=C21)C(=O)N (3-(4-aminophenyl)-1H-pyrrolo[2,3-b]pyridine-2-carboxamide), ClC1=C(C=C(C=C1)C(F)(F)F)N=C=O (2-chloro-5-trifluoromethylphenyl isocyanate). The product is solid, ClC1=C(C=C(C=C1)C(F)(F)F)NC(NC1=CC=C(C=C1)C1=C(NC2=NC=CC=C21)C(=O)N)=O (3-{4-[3-(2-chloro-5-trifluoromethylphenyl)ureido]-phenyl}-1H-pyrrolo[2,3-b]pyridine-2-carboxamide). Reaction SMILES: [NH2:1][C:2]1[CH:7]=[CH:6][C:5]([C:8]2[C:16]3[C:11](=[N:12][CH:13]=[CH:14][CH:15]=3)[NH:10][C:9]=2[C:17]([NH2:19])=[O:18])=[CH:4][CH:3]=1.[Cl:20][C:21]1[CH:26]=[CH:25][C:24]([C:27]([F:30])([F:29])[F:28])=[CH:23][C:22]=1[N:31]=[C:32]=[O:33]>>[Cl:20][C:21]1[CH:26]=[CH:25][C:24]([C:27]([F:30])([F:29])[F:28])=[CH:23][C:22]=1[NH:31][C:32](=[O:33])[NH:1][C:2]1[CH:3]=[CH:4][C:5]([C:8]2[C:16]3[C:11](=[N:12][CH:13]=[CH:14][CH:15]=3)[NH:10][C:9]=2[C:17]([NH2:19])=[O:18])=[CH:6][CH:7]=1. Procedure details: 40.56 mg of solid white 3-{4-[3-(2-chloro-5-trifluoromethylphenyl)ureido]-phenyl}-1H-pyrrolo[2,3-b]pyridine-2-carboxamide are prepared as described in Example 7 starting with 3-(4-aminophenyl)-1H-pyrrolo[2,3-b]pyridine-2-carboxamide and 2-chloro-5-trifluoromethylphenyl isocyanate.